Dataset: the Open Reaction Database (ORD), a public repository of structured organic reaction records. Task: describe an organic reaction: reactants, conditions, products, and yield The reactants are ClC=1C(=NC2=CC(=C(C=C2C1C1=CC(=C(C=C1)OC)OC)OC)OC)CCl (3-chloro-2-chloromethyl-4-(3,4-dimethoxyphenyl)-6,7-dimethoxyquinoline), C(C)NCC (diethylamine). Solvent: ClCCl (dichloromethane). The product is ClC=1C(=NC2=CC(=C(C=C2C1C1=CC(=C(C=C1)OC)OC)OC)OC)CN(CC)CC (3-chloro-2-(N,N-diethylaminomethyl)-4-(3,4-dimethoxyphenyl)-6,7-dimethoxyquinoline). Yield: 67.4%. As a reaction SMILES: [Cl:1][C:2]1[C:3]([CH2:26]Cl)=[N:4][C:5]2[C:10]([C:11]=1[C:12]1[CH:17]=[CH:16][C:15]([O:18][CH3:19])=[C:14]([O:20][CH3:21])[CH:13]=1)=[CH:9][C:8]([O:22][CH3:23])=[C:7]([O:24][CH3:25])[CH:6]=2.[CH2:28]([NH:30][CH2:31][CH3:32])[CH3:29]>ClCCl>[Cl:1][C:2]1[C:3]([CH2:26][N:30]([CH2:31][CH3:32])[CH2:28][CH3:29])=[N:4][C:17]2[C:12]([C:11]=1[C:10]1[CH:5]=[CH:6][C:7]([O:24][CH3:25])=[C:8]([O:22][CH3:23])[CH:9]=1)=[CH:13][C:14]([O:20][CH3:21])=[C:15]([O:18][CH3:19])[CH:16]=2. Procedure details: A mixture of 3-chloro-2-chloromethyl-4-(3,4-dimethoxyphenyl)-6,7-dimethoxyquinoline (2.0 g), diethylamine (2.5 g) and dichloromethane (50 ml) was stirred under reflux for 14 hours. The reaction mixture was washed with water, dried over magnesium sulfate, and the solvent was evaporated. The residue was subjected to column chromatography on silica gel. The fractions eluted with chloroform gave 3-chloro-2-(N,N-diethylaminomethyl)-4-(3,4-dimethoxyphenyl)-6,7-dimethoxyquinoline (1.47 g, 67%). This co... Starting materials: Cc1ccccc1C1CC(=O)c2c(C)c[nH]c2C1, CCO, Cl, Cl, N=C(N)NN, O. Yields the product Cc1ccccc1C1CC(=NNC(=N)N)c2c(C)c[nH]c2C1, Cl. Reaction SMILES: [CH3:1][c:2]1[cH:3][nH:4][c:5]2[c:10]1[C:9](=[O:11])[CH2:8][CH:7]([c:12]1[c:13]([CH3:18])[cH:14][cH:15][cH:16][cH:17]1)[CH2:6]2.[CH3:27][CH2:28][OH:29].[ClH:19].[ClH:25].[NH2:20][NH:21][C:22](=[NH:23])[NH2:24].[OH2:26]>>[CH3:1][c:2]1[cH:3][nH:4][c:5]2[c:10]1[C:9](=[N:20][NH:21][C:22](=[NH:23])[NH2:24])[CH2:8][CH:7]([c:12]1[c:13]([CH3:18])[cH:14][cH:15][cH:16][cH:17]1)[CH2:6]2.[ClH:19]. The reactants are ClC1=C(C=C2C(C(=CN(C2=N1)CC)C(=O)O)=O)F (7-chloro-1-ethyl-6-fluoro-1,4-dihydro-4-oxo-1,8 -napthyridine-3-carboxylic acid), N1CC(CC1)CN (3-pyrrolidinemethanamine). The solvent is C(C)#N (acetonitrile). Reaction conditions: time 4 day. Yields the product NCC1CN(CC1)C1=C(C=C2C(C(=CN(C2=N1)CC)C(=O)O)=O)F (7-[3-(aminomethyl)-1-pyrrolidinyl]-1-ethyl-6-fluoro-1,4-dihydro-4-oxo -1,8-naphthyridine-3-carboxylic acid). Yield: 66.8%. Reaction SMILES: Cl[C:2]1[N:11]=[C:10]2[C:5]([C:6](=[O:17])[C:7]([C:14]([OH:16])=[O:15])=[CH:8][N:9]2[CH2:12][CH3:13])=[CH:4][C:3]=1[F:18].[NH:19]1[CH2:23][CH2:22][CH:21]([CH2:24][NH2:25])[CH2:20]1>C(#N)C>[NH2:25][CH2:24][CH:21]1[CH2:22][CH2:23][N:19]([C:2]2[N:11]=[C:10]3[C:5]([C:6](=[O:17])[C:7]([C:14]([OH:16])=[O:15])=[CH:8][N:9]3[CH2:12][CH3:13])=[CH:4][C:3]=2[F:18])[CH2:20]1. Reported procedure: A mixture of 2 00 g (7.39 mmole) of 7-chloro-1-ethyl-6-fluoro-1,4-dihydro-4-oxo-1,8 -napthyridine-3-carboxylic acid, 250 mL acetonitrile and 2.22 g (22.17 mmole) 3-pyrrolidinemethanamine [J. Org. Chem., 26, 4955 (1961)], was stirred at room temperature for four days. The reaction was filtered and the precipitate dissolved in 500 mL ammonium hydroxide at pH 10.5. This solution was filtered and the solvent removed at reduced pressure. The product was washed in 2×10 mL of water, then with ethanol/e... The reactants are C(CC)OC1=CC(=NC=C1CCCC)C (4-n-propoxy-5-n-butyl-2-picoline), C(C)(=O)OC(C)=O (acetic anhydride), C(C1=CC=CC=C1)=O (benzaldehyde). Yields the product C(=CC1=CC=CC=C1)C1=NC=C(C(=C1)OCCC)CCCC (2-styryl-4-n-propoxy-5-n-butyl-pyridine). Reaction SMILES: [CH2:1]([O:4][C:5]1[C:10]([CH2:11][CH2:12][CH2:13][CH3:14])=[CH:9][N:8]=[C:7]([CH3:15])[CH:6]=1)[CH2:2][CH3:3].C(OC(=O)C)(=O)C.[CH:23](=O)[C:24]1[CH:29]=[CH:28][CH:27]=[CH:26][CH:25]=1>>[CH:15]([C:7]1[CH:6]=[C:5]([O:4][CH2:1][CH2:2][CH3:3])[C:10]([CH2:11][CH2:12][CH2:13][CH3:14])=[CH:9][N:8]=1)=[CH:23][C:24]1[CH:29]=[CH:28][CH:27]=[CH:26][CH:25]=1. Procedure details: 22.6 g of 4-n-propoxy-5-n-butyl-2-picoline and 60 ml of benzaldehyde are heated with 66 ml of acetic anhydride for 16 hours under reflux. After cooling, the mixture is evaporated, 2 N sodium hydroxide solution is added and the whole is extracted with ether. Distillation of the ether residue in a bulb tube at a temperatre of 160°-180° in a high vacuum yields 2-styryl-4-n-propoxy-5-n-butyl-pyridine. The reactants are C(C)(C)(C)OC(NCCC1=CC=C(C=C1)OCCC1=CC(=C(C=C1)OCC1=CC=CC=C1)[C@H](CCN(C(C)C)C(C)C)C1=CC=CC=C1)=O (tert-butyl{2-[4-(2-{4-(benzyloxy)-3-[(1R)-3-(diisopropylamino)-1-phenylpropyl]phenyl}ethoxy)phenyl]ethyl}carbamate), Cl (hydrochloric acid). Run in O1CCOCC1 (dioxan). Conditions: time 4 hour. The product is Cl.Cl.NCCC1=CC=C(OCCC=2C=CC(=C(C2)[C@H](CCN(C(C)C)C(C)C)C2=CC=CC=C2)OCC2=CC=CC=C2)C=C1 ((3R)-3-[5-{2-[4-(2-aminoethyl)phenoxy]ethyl}-2-(benzyloxy)phenyl]-N,N-diisopropyl-3-phenylpropan-1-amine bis hydrochloride salt). Reaction SMILES: C(OC(=O)[NH:7][CH2:8][CH2:9][C:10]1[CH:15]=[CH:14][C:13]([O:16][CH2:17][CH2:18][C:19]2[CH:24]=[CH:23][C:22]([O:25][CH2:26][C:27]3[CH:32]=[CH:31][CH:30]=[CH:29][CH:28]=3)=[C:21]([C@@H:33]([C:43]3[CH:48]=[CH:47][CH:46]=[CH:45][CH:44]=3)[CH2:34][CH2:35][N:36]([CH:40]([CH3:42])[CH3:41])[CH:37]([CH3:39])[CH3:38])[CH:20]=2)=[CH:12][CH:11]=1)(C)(C)C.[ClH:50]>O1CCOCC1>[ClH:50].[ClH:50].[NH2:7][CH2:8][CH2:9][C:10]1[CH:15]=[CH:14][C:13]([O:16][CH2:17][CH2:18][C:19]2[CH:24]=[CH:23][C:22]([O:25][CH2:26][C:27]3[CH:28]=[CH:29][CH:30]=[CH:31][CH:32]=3)=[C:21]([C@@H:33]([C:43]3[CH:44]=[CH:45][CH:46]=[CH:47][CH:48]=3)[CH2:34][CH2:35][N:36]([CH:40]([CH3:42])[CH3:41])[CH:37]([CH3:39])[CH3:38])[CH:20]=2)=[CH:12][CH:11]=1 |f:3.4.5|. Reported procedure: tert-butyl{2-[4-(2-{4-(benzyloxy)-3-[(1R)-3-(diisopropylamino)-1-phenylpropyl]phenyl}ethoxy)phenyl]ethyl}carbamate (Preparation 41, 3.4 g, 5.1 mmol) was dissolved in dioxan (20 ml) and treated with hydrochloric acid (4M in dioxan, 26 ml). After stirring for 4 hours at room temperature the solvent was removed in vacuo. The residue was azeotroped twice from dichloromethane to yield the title compound as a brown solid, 3. The reactants are CS(=O)(=O)OCCC1=CC=C(C=C1)OC (2-(4-methoxyphenyl)ethyl methanesulfonate), Br.Br.FC1=CC=C(C=C1)CN1C(=NC2=C1C=CC=C2)NC2CCNCC2 (1-[(4-fluorophenyl)methyl]-N-(4-piperidinyl)-1H-benzimidazol-2-amine dihydrobromide), C([O-])([O-])=O.[Na+].[Na+] (sodium carbonate), [I-].[K+] (potassium iodide). Solvent: CN(C=O)C (N,N-dimethylformamide). Conditions: temperature 70 celsius, time 8 hour. Yields the product FC1=CC=C(C=C1)CN1C(=NC2=C1C=CC=C2)NC2CCN(CC2)CCC2=CC=C(C=C2)OC (1-(4-fluorophenylmethyl)-N-{1-[2-(4-methoxyphenyl)ethyl]-4-piperidinyl}-1H-benzimidazol-2-amine). The yield is 48.0%. Reaction SMILES: CS(O[CH2:6][CH2:7][C:8]1[CH:13]=[CH:12][C:11]([O:14][CH3:15])=[CH:10][CH:9]=1)(=O)=O.Br.Br.[F:18][C:19]1[CH:24]=[CH:23][C:22]([CH2:25][N:26]2[C:30]3[CH:31]=[CH:32][CH:33]=[CH:34][C:29]=3[N:28]=[C:27]2[NH:35][CH:36]2[CH2:41][CH2:40][NH:39][CH2:38][CH2:37]2)=[CH:21][CH:20]=1.C(=O)([O-])[O-].[Na+].[Na+].[I-].[K+]>CN(C)C=O>[F:18][C:19]1[CH:24]=[CH:23][C:22]([CH2:25][N:26]2[C:30]3[CH:31]=[CH:32][CH:33]=[CH:34][C:29]=3[N:28]=[C:27]2[NH:35][CH:36]2[CH2:37][CH2:38][N:39]([CH2:6][CH2:7][C:8]3[CH:13]=[CH:12][C:11]([O:14][CH3:15])=[CH:10][CH:9]=3)[CH2:40][CH2:41]2)=[CH:21][CH:20]=1 |f:1.2.3,4.5.6,7.8|. Reported procedure: A mixture of 2.3 parts of 2-(4-methoxyphenyl)ethyl methanesulfonate, 4.9 parts of 1-[(4-fluorophenyl)methyl]-N-(4-piperidinyl)-1H-benzimidazol-2-amine dihydrobromide, 3.2 parts of sodium carbonate, 0.1 parts of potassium iodide and 90 parts of N,N-dimethylformamide is stirred overnight at 70° C. The reaction mixture is poured onto water. The product is extracted with methylbenzene. The extract is washed with water, dried, filtered and evaporated. The residue is purified by column-chromatography ... Starting materials: Cc1ccc(S(=O)(=O)OCCC2C3=C(CC=CC3)CCc3ccccc32)cc1, C1CCNC1, O. Yields the product C1=CCC2=C(C1)CCc1ccccc1C2CCN1CCCC1. RXN SMILES: [CH2:1]1[CH:2]=[CH:3][CH2:4][C:5]2=[C:11]1[CH2:10][CH2:9][c:8]1[c:7]([cH:15][cH:14][cH:13][cH:12]1)[CH:6]2[CH2:16][CH2:17][O:18][S:19]([c:20]1[cH:21][cH:22][c:23]([CH3:24])[cH:25][cH:26]1)(=[O:27])=[O:28].[CH2:30]1[CH2:31][CH2:32][NH:33][CH2:34]1.[OH2:29]>>[CH2:1]1[CH:2]=[CH:3][CH2:4][C:5]2=[C:11]1[CH2:10][CH2:9][c:8]1[c:7]([cH:15][cH:14][cH:13][cH:12]1)[CH:6]2[CH2:16][CH2:17][N:33]1[CH2:32][CH2:31][CH2:30][CH2:34]1.